From a dataset of the Open Reaction Database (ORD), a public repository of structured organic reaction records. describe an organic reaction: reactants, conditions, products, and yield Reactants: [Si](C)(C)(C(C)(C)C)O[C@@H]1C=C2C=C[C@@H]([C@@H]([C@H]2[C@H](C1)OC(C(C)(C)OC1=CC(=CC(=C1)C)C)=O)CC[C@@H]1C[C@H](CC(O1)=O)O[Si](C)(C)C(C)(C)C)C ((4R,6R)-6-([1S,2S,6S,8S,8aR]-2-{1,2,6,7,8,8a-Hexahydro-6-t-butyldimethylsilyloxy-8-[2-(3,5-dimethylphenoxy)-2-methylpropionyloxy]-2-methyl-1-naphthyl}ethyl)tetrahydro-4-t-butyldimethylsilyloxy-2H-pyran-2-one), solution, [F-].C(CCC)[N+](CCCC)(CCCC)CCCC (tetrabutylammonium fluoride). Solvent: O1CCCC1 (tetrahydrofuran). Yields the product O[C@@H]1C=C2C=C[C@@H]([C@@H]([C@H]2[C@H](C1)OC(C(C)(C)OC1=CC(=CC(=C1)C)C)=O)CC[C@@H]1C[C@H](CC(O1)=O)O)C ((4R,6R)-6-([1S,2S,6S,8S,8aR]-2-{1,2,6,7,8,8a-Hexahydro-6-hydroxy-8-[2-(3,5-dimethylphenoxy)-2-methylpropionyloxy]-2-methyl-1-naphthyl}ethyl)tetrahydro-4-hydroxy-2H -pyran-2-one). Yield: 68.6%. As a reaction SMILES: [Si]([O:8][C@H:9]1[CH2:18][C@H:17]([O:19][C:20](=[O:33])[C:21]([O:24][C:25]2[CH:30]=[C:29]([CH3:31])[CH:28]=[C:27]([CH3:32])[CH:26]=2)([CH3:23])[CH3:22])[C@H:16]2[C:11]([CH:12]=[CH:13][C@H:14]([CH3:51])[C@@H:15]2[CH2:34][CH2:35][C@H:36]2[O:41][C:40](=[O:42])[CH2:39][C@H:38]([O:43][Si](C(C)(C)C)(C)C)[CH2:37]2)=[CH:10]1)(C(C)(C)C)(C)C.[F-].C([N+](CCCC)(CCCC)CCCC)CCC>O1CCCC1>[OH:8][C@H:9]1[CH2:18][C@H:17]([O:19][C:20](=[O:33])[C:21]([O:24][C:25]2[CH:26]=[C:27]([CH3:32])[CH:28]=[C:29]([CH3:31])[CH:30]=2)([CH3:22])[CH3:23])[C@H:16]2[C:11]([CH:12]=[CH:13][C@H:14]([CH3:51])[C@@H:15]2[CH2:34][CH2:35][C@H:36]2[O:41][C:40](=[O:42])[CH2:39][C@H:38]([OH:43])[CH2:37]2)=[CH:10]1 |f:1.2|. Procedure: A procedure similar to that described in Example 2, above, was followed, but using 978 mg of (4R,6R)-6-([1S,2S,6S,8S,8aR]-2-{1,2,6,7,8,8a-hexahydro-6-t-butyldimethylsilyloxy-8-[2-(3,5-dimethylphenoxy)-2-methylpropionyloxy]-2-methyl-1-naphthyl}ethyl)tetrahydro-4-t-butyldimethylsilyloxy-2H-pyran-2-one [prepared as described in Example 178, above] and 18.5 ml of a 1.0 molar solution of tetrabutylammonium fluoride in tetrahydrofuran, to give 464 mg of the title compound as white crystals, melting at... The reactants are CC=1N=C(SC1)N (4-methylthiazol-2-amine), ClC1=NC=CC(=C1)SC1=C(C=CC=C1)Cl (2-chloro-4-(2-chlorophenylthio)pyridine), P(=O)([O-])([O-])[O-].[K+].[K+].[K+] (potassium phosphate). The reagents and catalysts are C=1C=CC(=CC1)/C=C/C(=O)/C=C/C2=CC=CC=C2.C=1C=CC(=CC1)/C=C/C(=O)/C=C/C2=CC=CC=C2.C=1C=CC(=CC1)/C=C/C(=O)/C=C/C2=CC=CC=C2.[Pd].[Pd] (tris(dibenzylideneacetone)dipalladium), C1(=CC=CC=C1)P(C1=CC=CC=2C(C3=CC=CC(=C3OC12)P(C1=CC=CC=C1)C1=CC=CC=C1)(C)C)C1=CC=CC=C1 (4,5-bis(diphenylphosphino)-9,9-dimethyl-9H-xanthene). The solvent is C1(=CC=CC=C1)C (toluene). The product is ClC1=C(C=CC=C1)SC1=CC(=NC=C1)NC=1SC=C(N1)C (4-(2-chlorophenylthio)-N-(4-methylthiazol-2-yl)pyridin-2-amine). The yield is 83.6%. Reaction SMILES: [CH3:1][C:2]1[N:3]=[C:4]([NH2:7])[S:5][CH:6]=1.Cl[C:9]1[CH:14]=[C:13]([S:15][C:16]2[CH:21]=[CH:20][CH:19]=[CH:18][C:17]=2[Cl:22])[CH:12]=[CH:11][N:10]=1.P([O-])([O-])([O-])=O.[K+].[K+].[K+]>C1(C)C=CC=CC=1.C1C=CC(/C=C/C(/C=C/C2C=CC=CC=2)=O)=CC=1.C1C=CC(/C=C/C(/C=C/C2C=CC=CC=2)=O)=CC=1.C1C=CC(/C=C/C(/C=C/C2C=CC=CC=2)=O)=CC=1.[Pd].[Pd].C1(P(C2C=CC=CC=2)C2C3OC4C(=CC=CC=4P(C4C=CC=CC=4)C4C=CC=CC=4)C(C)(C)C=3C=CC=2)C=CC=CC=1>[Cl:22][C:17]1[CH:18]=[CH:19][CH:20]=[CH:21][C:16]=1[S:15][C:13]1[CH:12]=[CH:11][N:10]=[C:9]([NH:7][C:4]2[S:5][CH:6]=[C:2]([CH3:1])[N:3]=2)[CH:14]=1 |f:2.3.4.5,7.8.9.10.11|. Procedure details: Using the method of Example 3, Step B, 4-methylthiazol-2-amine (7.88 mL, 5.52 mmol), 2-chloro-4-(2-chlorophenylthio)pyridine (1.55 g, 6.07 mmol), potassium phosphate (1.29 g, 6.07 mmol), tris(dibenzylideneacetone)dipalladium (0) (0.126 g, 0.138 mmol) and 4,5-bis(diphenylphosphino)-9,9-dimethyl-9H-xanthene (0.0878 g, 0.152 mmol) were reacted in toluene (8 mL) to afford 4-(2-chlorophenylthio)-N-(4-methylthiazol-2-yl)pyridin-2-amine (1.54 g, 82.8% yield) as yellow solid. 1H NMR (CDCl3) δ 8.11 (d, 1... The reactants are [N+](=O)(O)[O-] (nitric acid), COC=1C=C(C(=O)O)C=CC1OCCCN1CCOCC1 (3-methoxy-4-(3-morpholinopropoxy)benzoic acid). The solvent is C(=O)(C(F)(F)F)O (TFA). Reaction conditions: time 1 hour. Yields the product COC=1C(=CC(=C(C(=O)O)C1)[N+](=O)[O-])OCCCN1CCOCC1 (5-methoxy-4-(3-morpholinopropoxy)-2-nitrobenzoic acid). Yield: 94.3%. RXN SMILES: [N+:1]([O-:4])(O)=[O:2].[CH3:5][O:6][C:7]1[CH:8]=[C:9]([CH:13]=[CH:14][C:15]=1[O:16][CH2:17][CH2:18][CH2:19][N:20]1[CH2:25][CH2:24][O:23][CH2:22][CH2:21]1)[C:10]([OH:12])=[O:11]>C(O)(C(F)(F)F)=O>[CH3:5][O:6][C:7]1[C:15]([O:16][CH2:17][CH2:18][CH2:19][N:20]2[CH2:21][CH2:22][O:23][CH2:24][CH2:25]2)=[CH:14][C:13]([N+:1]([O-:4])=[O:2])=[C:9]([CH:8]=1)[C:10]([OH:12])=[O:11]. Procedure: Fuming nitric acid (1.5 ml, 36.2 mmol) was added slowly at 0° C. to a solution of 3-methoxy-4-(3-morpholinopropoxy)benzoic acid (7.78 g, 23.5 mmol) in TFA (25 ml). The cooling bath was removed and the reaction mixture stirred at ambient temperature for 1 hour. The TFA was removed by evaporation and ice was added to the residue. The precipitate was collected by filtration, washed with a minimum of water followed by toluene and ether. The solid was dried under vacuum over phosphorus pentoxide to g... Reactants: C(C)OC(=O)C=1C=NC2=CC(=C(C=C2C1O)OC)OC (6,7-dimethoxy-4-hydroxy-3-quinoline carboxylate ethyl ester), ClC1=CC=C(CN)C=C1 (4-chlorobenzylamine). Solvent: C1(=CC=CC=C1)C (toluene). Run at temperature 190 celsius. Yields the product ClC1=CC=C(C=C1)CNC(=O)C=1C=NC2=CC(=C(C=C2C1O)OC)OC (N-((4-Chlorophenyl)methyl)-4-hydroxy-6,7-dimethoxy-3-quinolinecarboxamide). As a reaction SMILES: C(O[C:4]([C:6]1[CH:7]=[N:8][C:9]2[C:14]([C:15]=1[OH:16])=[CH:13][C:12]([O:17][CH3:18])=[C:11]([O:19][CH3:20])[CH:10]=2)=[O:5])C.[Cl:21][C:22]1[CH:29]=[CH:28][C:25]([CH2:26][NH2:27])=[CH:24][CH:23]=1>C1(C)C=CC=CC=1>[Cl:21][C:22]1[CH:29]=[CH:28][C:25]([CH2:26][NH:27][C:4]([C:6]2[CH:7]=[N:8][C:9]3[C:14]([C:15]=2[OH:16])=[CH:13][C:12]([O:17][CH3:18])=[C:11]([O:19][CH3:20])[CH:10]=3)=[O:5])=[CH:24][CH:23]=1. Reported procedure: A mixture of 6,7-dimethoxy-4-hydroxy-3-quinoline carboxylate ethyl ester (J. Am. Chem. Soc., 68, 1264 (1946)) (139 mg) and 4-chlorobenzylamine (0.61 mL) are heated at 190° C. for 1 h. The resulting mixture is diluted with toluene (1.5 mL) and allowed to cool to rt. The crude product is purified by column chromatography (dichloromethane/methanol; 100/1, 100/5) and recrystallization (acetic acid, water) to afford 26 mg of the title compound as a white solid. Reactants: CC(C)([O-])C.[K+] (potassium tert-butoxide), C(C)OC(CN(CC1=C(C=CC(=C1)OCC1=CC=CC=C1)C(=O)OCC)CC1=C(C=C(C=C1)OC)OC)=O (N-(2,4-dimethoxy-benzyl),N-(5-benzyloxy-2-ethoxycarbonyl-benzyl)glycine ethyl ester), C(C)(=O)OCC (ethyl acetate), [Cl-].[NH4+] (ammonium chloride). The solvent is C1CCOC1 (THF), C1CCOC1 (THF). Run at temperature 0 celsius, time 1 hour. The product is C(C)OC(=O)C=1N(CC2=CC(=CC=C2C1O)OCC1=CC=CC=C1)CC1=C(C=C(C=C1)OC)OC (7-Benzyloxy-2-(2,4-dimethoxy-benzyl)-4-hydroxy-1,2-dihydro-isoquinoline-3-carboxylic acid ethyl ester). RXN SMILES: C(OC(=O)C[N:6]([CH2:27][C:28]1[CH:33]=[CH:32][C:31]([O:34][CH3:35])=[CH:30][C:29]=1[O:36][CH3:37])[CH2:7][C:8]1[CH:13]=[C:12]([O:14][CH2:15][C:16]2[CH:21]=[CH:20][CH:19]=[CH:18][CH:17]=2)[CH:11]=[CH:10][C:9]=1[C:22](OCC)=[O:23])C.CC(C)([O-])C.[K+].[C:45]([O:48][CH2:49][CH3:50])(=[O:47])[CH3:46].[Cl-].[NH4+]>C1COCC1>[CH2:49]([O:48][C:45]([C:46]1[N:6]([CH2:27][C:28]2[CH:33]=[CH:32][C:31]([O:34][CH3:35])=[CH:30][C:29]=2[O:36][CH3:37])[CH2:7][C:8]2[C:9]([C:22]=1[OH:23])=[CH:10][CH:11]=[C:12]([O:14][CH2:15][C:16]1[CH:21]=[CH:20][CH:19]=[CH:18][CH:17]=1)[CH:13]=2)=[O:47])[CH3:50] |f:1.2,4.5|. Procedure: A solution of 6.4 g (12.3 mmol) of N-(2,4-dimethoxy-benzyl),N-(5-benzyloxy-2-ethoxycarbonyl-benzyl)glycine ethyl ester in 140 mL of anhydrous THF was cooled in an ice bath. 24.6 mL of 1 N potassium tert-butoxide in THF was added slowly to the stirring cold solution. The reaction mixture was stirred at 0° C. for 1 hour and then allowed to warm to room temperature and stirred for 4 hours. The mixture was poured into a biphasic mixture of ethyl acetate and saturated aqueous ammonium chloride. The o...